From a dataset of the Open Reaction Database (ORD), a public repository of structured organic reaction records. describe an organic reaction: reactants, conditions, products, and yield The reactants are COc3ccc2cc(c1ccccc1)ccc2c3 (substrate), Cn2cnc1ccccc12 (effective_coupling_partner). Reagents/catalysts: CDC. Reaction conditions: temperature 90 celsius, time 16 hour. Product: Cn5c(c3ccc2cc(c1ccccc1)ccc2c3)nc4ccccc45. Reactants: ON1C(OC(C(C1C(Cl)(Cl)Cl)(Cl)Cl)=O)(C1=CC=CC=C1)C (N-hydroxy-2-methyl-2-phenyl-4-trichloromethyl-5,5-dichloro-6-oxotetrahydro-1,3-oxazine), C1(=CC=CC=C1)N=C=O (phenylisocyanate). The reagents and catalysts are C(C)N(CC)CC (triethylamine). Solvent: ClCCl (dichloromethane). Product: C1(=CC=CC=C1)NC(=O)ON1C(OC(C(C1C(Cl)(Cl)Cl)(Cl)Cl)=O)(C1=CC=CC=C1)C (N-(phenylcarbamyloxy)-2-methyl-2-phenyl-4-trichloromethyl-5,5-dichloro-6-oxotetrahydro-1,3-oxazine). Isolated yield 39.0%. Reaction SMILES: [OH:1][N:2]1[CH:7]([C:8]([Cl:11])([Cl:10])[Cl:9])[C:6]([Cl:13])([Cl:12])[C:5](=[O:14])[O:4][C:3]1([CH3:21])[C:15]1[CH:20]=[CH:19][CH:18]=[CH:17][CH:16]=1.[C:22]1([N:28]=[C:29]=[O:30])[CH:27]=[CH:26][CH:25]=[CH:24][CH:23]=1>C(N(CC)CC)C.ClCCl>[C:22]1([NH:28][C:29]([O:1][N:2]2[CH:7]([C:8]([Cl:9])([Cl:10])[Cl:11])[C:6]([Cl:13])([Cl:12])[C:5](=[O:14])[O:4][C:3]2([CH3:21])[C:15]2[CH:16]=[CH:17][CH:18]=[CH:19][CH:20]=2)=[O:30])[CH:27]=[CH:26][CH:25]=[CH:24][CH:23]=1. Reported procedure: A solution of 8 g (0.02 mol) N-hydroxy-2-methyl-2-phenyl-4-trichloromethyl-5,5-dichloro-6-oxotetrahydro-1,3-oxazine, 2.4 g (0.02 mol) phenylisocyanate and several drops triethylamine in 90 ml dichloromethane was stirred at about 10° C. for about 2 days. The reaction mixture was filtered and the filtrate was evaporated under reduced pressure to give a yellow oil. The oil crystallized from ethanol/hexane to give 4 g of product, m.p. 154°-157° C. The product is tabulated in Table I as Compound No. ... Starting materials: CC=C(C)C, CO, COc1c(C=O)cc(C(=O)N2CS(=O)(=O)c3ccccc32)cc1C(F)(F)F, [O-][Cl+][O-], [Na+], O=C(O)CC(O)(CC(=O)O)C(=O)O. Product: COc1c(C(=O)O)cc(C(=O)N2CS(=O)(=O)c3ccccc32)cc1C(F)(F)F. RXN SMILES: [CH3:41][C:42](=[CH:43][CH3:44])[CH3:45].[CH3:50][OH:51].[CH:1](=[O:2])[c:3]1[cH:4][c:5]([C:6](=[O:7])[N:8]2[CH2:9][S:10](=[O:17])(=[O:18])[c:11]3[c:12]2[cH:13][cH:14][cH:15][cH:16]3)[cH:19][c:20]([C:24]([F:25])([F:26])[F:27])[c:21]1[O:22][CH3:23].[Cl+:46]([O-:47])[O-:48].[Na+:49].[OH:28][C:29]([CH2:30][C:31]([C:32](=[O:33])[OH:34])([CH2:35][C:36](=[O:37])[OH:38])[OH:39])=[O:40]>>[C:1](=[O:2])([c:3]1[cH:4][c:5]([C:6](=[O:7])[N:8]2[CH2:9][S:10](=[O:17])(=[O:18])[c:11]3[c:12]2[cH:13][cH:14][cH:15][cH:16]3)[cH:19][c:20]([C:24]([F:25])([F:26])[F:27])[c:21]1[O:22][CH3:23])[OH:28].